From a dataset of the Open Reaction Database (ORD), a public repository of structured organic reaction records. describe an organic reaction: reactants, conditions, products, and yield The reactants are C(C)(C)(C)OC(=O)N1[C@H](CCC1)CNC1=NC(=C2NC(N(C2=N1)C1=C(C=CC=C1)OC)=O)C(=O)OCC ((R)-Ethyl 2-((1-(tert-butoxycarbonyl)pyrrolidin-2-yl)methylamino)-9-(2-methoxy-phenyl)-8-oxo-8,9-dihydro-7H-purine-6-carboxylate), NC=1C(=NC(=NC1NC1=C(C=CC=C1)OC)NC[C@@H]1N(CCC1)C(=O)OC(C)(C)C)C(=O)OCC ((R)-Ethyl 5-amino-2-((1-(tert-butoxy-carbonyl)pyrrolidin-2-yl)methylamino)-6-(2-methoxyphenylamino)pyrimidine-4-carboxylate). The solvent is ClCCl (dichloromethane). The product is COC1=C(C=CC=C1)N1C2=NC(=NC(=C2NC1=O)C(=O)N)NC[C@@H]1NCCC1 ((R)-9-(2-METHOXYPHENYL)-8-OXO-2-(PYRROLIDIN-2-YLMETHYLAMINO)-8,9-DIHYDRO-7H-PURINE-6-CARBOXAMIDE). Yield: 100.0%. Reaction SMILES: C(OC([N:8]1[CH2:12][CH2:11][CH2:10][C@@H:9]1[CH2:13][NH:14][C:15]1[N:23]=[C:22]2[C:18]([NH:19][C:20](=[O:32])[N:21]2[C:24]2[CH:29]=[CH:28][CH:27]=[CH:26][C:25]=2[O:30][CH3:31])=[C:17]([C:33]([O:35]CC)=O)[N:16]=1)=O)(C)(C)C.[NH2:38]C1C(C(OCC)=O)=NC(NC[C@H]2CCCN2C(OC(C)(C)C)=O)=NC=1NC1C=CC=CC=1OC>ClCCl>[CH3:31][O:30][C:25]1[CH:26]=[CH:27][CH:28]=[CH:29][C:24]=1[N:21]1[C:20](=[O:32])[NH:19][C:18]2[C:22]1=[N:23][C:15]([NH:14][CH2:13][C@H:9]1[CH2:10][CH2:11][CH2:12][NH:8]1)=[N:16][C:17]=2[C:33]([NH2:38])=[O:35]. Reported procedure: (R)-Ethyl 2-((1-(tert-butoxycarbonyl)pyrrolidin-2-yl)methylamino)-9-(2-methoxy-phenyl)-8-oxo-8,9-dihydro-7H-purine-6-carboxylate. (R)-Ethyl 5-amino-2-((1-(tert-butoxy-carbonyl)pyrrolidin-2-yl)methylamino)-6-(2-methoxyphenylamino)pyrimidine-4-carboxylate (0.360 g, 0.740 mmol) and carbonyldiimidiazole (1.19 g, 7.40 mmol) in dichloromethane (20 mL) were reacted according to General Procedure F and purified using Biotage chromatography (0-100% ethyl acetate in hexanes) to afford the title product (0... Reactants: N1=CC=CC=C1 (pyridine), Cl.C(CCCCCCCCCCCCCCC)NC1=CC=C(C=C1)CC(=O)O (4-(hexadecylamino)phenylacetic acid hydrochloride), NCC(CO)O (3-amino-1,2-propanediol), C(Cl)Cl (methylene chloride), S(=O)(Cl)Cl (thionyl chloride). The reagents and catalysts are CN(C1=CC=NC=C1)C (4-dimethylaminopyridine). Solvent: C(OC)COC (glyme). Run at time 2 day. Product: OC(CC(C(=O)N)C1=CC=C(C=C1)NCCCCCCCCCCCCCCCC)CO (2,3-dihydroxypropyl-4-(hexadecylamino)phenylacetamide). RXN SMILES: Cl.[CH2:2]([NH:18][C:19]1[CH:24]=[CH:23][C:22]([CH2:25][C:26]([OH:28])=O)=[CH:21][CH:20]=1)[CH2:3][CH2:4][CH2:5][CH2:6][CH2:7][CH2:8][CH2:9][CH2:10][CH2:11][CH2:12][CH2:13][CH2:14][CH2:15][CH2:16][CH3:17].C(Cl)Cl.S(Cl)(Cl)=O.N[CH2:37][CH:38]([OH:41])[CH2:39][OH:40].[N:42]1C=CC=CC=1>CN(C)C1C=CN=CC=1.C(COC)OC>[OH:41][CH:38]([CH2:39][OH:40])[CH2:37][CH:25]([C:22]1[CH:21]=[CH:20][C:19]([NH:18][CH2:2][CH2:3][CH2:4][CH2:5][CH2:6][CH2:7][CH2:8][CH2:9][CH2:10][CH2:11][CH2:12][CH2:13][CH2:14][CH2:15][CH2:16][CH3:17])=[CH:24][CH:23]=1)[C:26]([NH2:42])=[O:28] |f:0.1|. Procedure details: A slurry of 8.0 g. of 4-(hexadecylamino)phenylacetic acid hydrochloride in 175 ml. of methylene chloride and 50 ml. of glyme containing 10 ml. of thionyl chloride is heated at reflux for 2 hours. The clear solution is concentrated in vacuo giving 9.5 g. of an amber oil. This oil is dilutd with 50 ml. of pyridine containing 0.1 g. of 4-dimethylaminopyridine and 9.1 g. of 3-amino-1,2-propanediol. The reaction is stirred for two days at room temperature. The solution is partitioned between ether an... Starting materials: Cl.C(N)(=N)CC(=S)N=C1SC=C(N1)C(C(=O)NC1[C@@H]2N(C(=C(CS2)COC(C)=O)C(=O)O)C1=O)=NOC(C)=O (7-[2-(2-amidinothioacetylimino-4-thiazolin-4-yl)-2-acetoxyimino-acetamido]-3-acetoxymethyl-3-cephem-4-carboxylic acid hydrochloride), C(O)([O-])=O.[Na+] (sodium hydrogen carbonate). Solvent: O (water). Run at time 15 hour. The product is N=C1SC=C(N1)C(C(=O)NC1[C@@H]2N(C(=C(CS2)COC(C)=O)C(=O)[O-])C1=O)=NO.[Na+] (sodium 7-[2-(2-imino-4-thiazolin-4-yl)-2-hydroxyimino-acetamido]-3-acetoxymethyl-3-cephem-4-carboxylate). As a reaction SMILES: Cl.C(CC([N:8]=[C:9]1[NH:13][C:12]([C:14](=[N:35][O:36]C(=O)C)[C:15]([NH:17][CH:18]2[C:33](=[O:34])[N:20]3[C:21]([C:30]([OH:32])=[O:31])=[C:22]([CH2:25][O:26][C:27](=[O:29])[CH3:28])[CH2:23][S:24][C@H:19]23)=[O:16])=[CH:11][S:10]1)=S)(=N)N.C(=O)([O-])O.[Na+:44]>O>[NH:8]=[C:9]1[NH:13][C:12]([C:14](=[N:35][OH:36])[C:15]([NH:17][CH:18]2[C:33](=[O:34])[N:20]3[C:21]([C:30]([O-:32])=[O:31])=[C:22]([CH2:25][O:26][C:27](=[O:29])[CH3:28])[CH2:23][S:24][C@H:19]23)=[O:16])=[CH:11][S:10]1.[Na+:44] |f:0.1,2.3,5.6|. Procedure details: In 20 m of water there was suspended 0.525 g of 7-[2-(2-amidinothioacetylimino-4-thiazolin-4-yl)-2-acetoxyimino-acetamido]-3-acetoxymethyl-3-cephem-4-carboxylic acid hydrochloride (syn-isomer), followed by the addition of 0.252 g of sodium hydrogen carbonate. The mixture was stirred at room temperature for 15 hours. The reaction mixture, as such, was subjected to column chromatography on polystyrene resin (Amberlite XAD-2, Rohm and Haas Co.) and the fractions containing the desired product were ... Reactants: C(#N)C1=C(C=C2NC(C(N(C2=C1)O)=O)=O)C(F)(F)F (7-cyano-1-hydroxy-6-trifluoromethylquinoxaline-2,3(1H,4H)-dione), P(=O)([O-])([O-])[O-] (phosphate), O (water), C(C=C)Br (allyl bromide). Solvent: C(C)O (ethanol). Reaction conditions: temperature 25 celsius, time 4 hour. The product is C(C=C)ON1C(C(NC2=CC(=C(C=C12)C#N)C(F)(F)F)=O)=O (1-allyloxy-7-cyano-6-trifluoromethylquinoxaline-2,3(1H,4H)-dione). The yield is 70.7%. As a reaction SMILES: [C:1]([C:3]1[CH:12]=[C:11]2[C:6]([NH:7][C:8](=[O:15])[C:9](=[O:14])[N:10]2[OH:13])=[CH:5][C:4]=1[C:16]([F:19])([F:18])[F:17])#[N:2].P([O-])([O-])([O-])=O.[CH2:25](Br)[CH:26]=[CH2:27].O>C(O)C>[CH2:27]([O:13][N:10]1[C:11]2[C:6](=[CH:5][C:4]([C:16]([F:19])([F:17])[F:18])=[C:3]([C:1]#[N:2])[CH:12]=2)[NH:7][C:8](=[O:15])[C:9]1=[O:14])[CH:26]=[CH2:25]. Procedure details: To a solution of 0.4 g (1.5 mmol) 7-cyano-1-hydroxy-6-trifluoromethylquinoxaline-2,3(1H,4H)-dione in 40 ml ethanol was added 20 ml 0.5 M phosphate buffer pH 7.4. The mixture was added 0.8 ml (9.3 mmol) allyl bromide, and then stirred at 25° C. for 4 h. Addition of 80 ml water gave 0.33 g (72%) 1-allyloxy-7-cyano-6-trifluoromethylquinoxaline-2,3(1H,4H)-dione as a precipitate. M.p. 239° C. decomp. (methanol-water). NMR (DMSO-d6) 7.9 (1H, s), 7.6 (1H, s), 6.1 (1H, m), 5.4 (2H, m), 4.7 (2H, d). The reactants are IC1=CC=C(C=C1)C1=NN=NN1 (5-(4-Iodo-phenyl)-1H-tetrazole), [Br-].[NH4+] (ammonium bromide), IC (iodomethane). The solvent is [OH-].[Na+] (NaOH), C(Cl)Cl (CH2Cl2). Product: IC1=CC=C(C=C1)C1=NNN(N1)C (5-(4-Iodo-phenyl)-2-methyl-1H-tetrazole). RXN SMILES: [I:1][C:2]1[CH:7]=[CH:6][C:5]([C:8]2[NH:12][N:11]=[N:10][N:9]=2)=[CH:4][CH:3]=1.[Br-].[NH4+].I[CH3:16]>[OH-].[Na+].C(Cl)Cl>[I:1][C:2]1[CH:7]=[CH:6][C:5]([C:8]2[NH:12][N:11]([CH3:16])[NH:10][N:9]=2)=[CH:4][CH:3]=1 |f:1.2,4.5|. Reported procedure: A mixture of 5-(4-iodo-phenyl)-1H-tetrazole (24) (500 mg) and ammonium bromide (1.18 g) in 1 N aq. NaOH sol. (10 ml) and CH2Cl2 (10 ml) is treated with iodomethane and vigorously stirred 26 h at RT. The organic layer is separated, washed with 1 N aq. NaOH sol., aq. NH4Cl sol. and brine. After drying over MgSO4 the solvent is evaporated and the product is purified by flash chromatography (silica gel, heptane/CH2Cl2 1:1 to pure CH2Cl2).